Dataset: the Open Reaction Database (ORD), a public repository of structured organic reaction records. Task: describe an organic reaction: reactants, conditions, products, and yield Reactants: O=C([O-])[O-], [K+], [K+], O=C(c1cnc(Cl)c(Cl)c1)N1CCC1, Cc1cnc(NC(=O)c2cc(O)cc(OC3CCN(C)C3=O)c2)cn1. Yields the product Cc1cnc(NC(=O)c2cc(Oc3ncc(C(=O)N4CCC4)cc3Cl)cc(OC3CCN(C)C3=O)c2)cn1. Reaction SMILES: [C:40](=[O:41])([O-:42])[O-:43].[K+:44].[K+:45].[N:26]1([C:30](=[O:31])[c:32]2[cH:33][n:34][c:35]([Cl:39])[c:36]([Cl:38])[cH:37]2)[CH2:27][CH2:28][CH2:29]1.[OH:1][c:2]1[cH:3][c:4]([C:5](=[O:6])[NH:7][c:8]2[n:9][cH:10][c:11]([CH3:14])[n:12][cH:13]2)[cH:15][c:16]([O:18][CH:19]2[C:20](=[O:25])[N:21]([CH3:24])[CH2:22][CH2:23]2)[cH:17]1>>[O:1]([c:2]1[cH:3][c:4]([C:5](=[O:6])[NH:7][c:8]2[n:9][cH:10][c:11]([CH3:14])[n:12][cH:13]2)[cH:15][c:16]([O:18][CH:19]2[C:20](=[O:25])[N:21]([CH3:24])[CH2:22][CH2:23]2)[cH:17]1)[c:35]1[n:34][cH:33][c:32]([C:30]([N:26]2[CH2:27][CH2:28][CH2:29]2)=[O:31])[cH:37][c:36]1[Cl:38]. Starting materials: O(C1=CC=CC=C1)C[C@H]1N(CCC1)C(=O)OC(C)(C)C ((S)-tert-Butyl 2-(Phenoxymethyl)pyrrolidine-1-carboxylate), OC1=CC=NC=C1 (4-hydroxypyridine). Product: C(C)(C)(C)OC(=O)N1C(CCC1)COC1=CC=NC=C1 (2-(Pyridin-4-yl-oxymethyl)-pyrrolidine-1-carboxylic acid tert-butyl ester). Isolated yield 47.0%. RXN SMILES: [O:1]([CH2:8][C@@H:9]1[CH2:13][CH2:12][CH2:11][N:10]1[C:14]([O:16][C:17]([CH3:20])([CH3:19])[CH3:18])=[O:15])[C:2]1[CH:7]=[CH:6]C=[CH:4][CH:3]=1.OC1C=C[N:25]=CC=1>>[C:17]([O:16][C:14]([N:10]1[CH2:11][CH2:12][CH2:13][CH:9]1[CH2:8][O:1][C:2]1[CH:7]=[CH:6][N:25]=[CH:4][CH:3]=1)=[O:15])([CH3:20])([CH3:19])[CH3:18]. Reported procedure: 2-(Pyridin-4-yl-oxymethyl)-pyrrolidine-1-carboxylic acid tert-butyl ester (22) was prepared according to the same procedure for compound 9, except using 4-hydroxypyridine. The crude product was purified with ethyl acetate to afford 1.31 g (47%) of 22 as a colorless oil. 1H NMR (300 MHz, CDCl3) δ 8.42 (m, 2H), 6.87 (m, 2H), 4.15 (m, 3H), 3.43 (m, 2H), 1.98 (m, 4H), 1.50 (s, 9H). Starting materials: [H-].[Al+3].[Li+].[H-].[H-].[H-] (lithium aluminum hydride), CC(C(=O)C1=CC=C(C(=O)O)C=C1)(C)C (4-(2,2dimethyl-1-oxopropyl)-benzoic acid). Reaction conditions: time 2 hour. Product: C(=O)(O)C1=CC=C(C=C1)C(O)C(C)(C)C (4-carboxy-α-(1,1-dimethylethyl)benzenemethanol). Procedure: To a mixture of 1.95 grams (0.051 mole) of lithium aluminum hydride and 30 ml. of tetrahydrofuran is added a solution of 10.5 grams (0.051 mole) of 4-(2,2dimethyl-1-oxopropyl)-benzoic acid in 110 ml. of tetrahydrofuran. The mixture is stirred for 2 hours at 0°-5° C., and then quenched by the addition of sodium sulfate solution. The resulting mixture is made acidic by the cautious add ition of concentrated hydrochloric acid. The mixture is extracted with ether; and the extracts are then washed wi... Reaction SMILES: [H-].[Al+3].[Li+].[H-].[H-].[H-].[CH3:7][C:8]([CH3:21])([CH3:20])[C:9]([C:11]1[CH:19]=[CH:18][C:14]([C:15]([OH:17])=[O:16])=[CH:13][CH:12]=1)=[O:10]>O1CCCC1>[C:15]([C:14]1[CH:18]=[CH:19][C:11]([CH:9]([C:8]([CH3:21])([CH3:20])[CH3:7])[OH:10])=[CH:12][CH:13]=1)([OH:17])=[O:16] |f:0.1.2.3.4.5|. Solvent: O1CCCC1 (tetrahydrofuran), O1CCCC1 (tetrahydrofuran). Starting materials: N[C@@H](CC(=O)O)C(=O)O (L-aspartic acid), C(C1=CC=CC=C1)O (benzyl alcohol), C1(=CC=C(C=C1)S(=O)(=O)O)C (p-toluenesulfonic acid). Yields the product C1(=CC=C(C=C1)S(=O)(=O)O)C.N[C@@H](CC(=O)OCC1=CC=CC=C1)C(=O)OCC1=CC=CC=C1 (L-aspartic acid, dibenzyl ester p-toluenesulfonate). Reaction SMILES: [NH2:1][C@H:2]([C:7]([OH:9])=[O:8])[CH2:3][C:4]([OH:6])=[O:5].[CH2:10](O)[C:11]1[CH:16]=[CH:15][CH:14]=[CH:13][CH:12]=1.[C:18]1([CH3:28])[CH:23]=[CH:22][C:21]([S:24]([OH:27])(=[O:26])=[O:25])=[CH:20][CH:19]=1>>[C:18]1([CH3:28])[CH:19]=[CH:20][C:21]([S:24]([OH:27])(=[O:25])=[O:26])=[CH:22][CH:23]=1.[NH2:1][C@H:2]([C:7]([O:9][CH2:28][C:18]1[CH:23]=[CH:22][CH:21]=[CH:20][CH:19]=1)=[O:8])[CH2:3][C:4]([O:6][CH2:10][C:11]1[CH:16]=[CH:15][CH:14]=[CH:13][CH:12]=1)=[O:5] |f:3.4|. Reported procedure: One embodiment of the invention, in a method for the preparation of PALA compounds, comprises the steps of reacting L-aspartic acid with benzyl alcohol and p-toluenesulfonic acid to obtain L-aspartic acid, dibenzyl ester p-toluenesulfonate, reacting the L-aspartic acid, dibenzyl ester p-toluenesulfonate with triethylamine, adding phosphonoacetyl chloride to produce PALA dibenzyl ester; and separating the PALA dibenzyl ester from unreacted phosphonoacetyl chloride. The PALA dibenzyl ester is sepa... The reactants are BrC=1C=CC(=C(C1)C1=NC2=NC=CN=C2C(N1)=O)F (2-(5-bromo-2-fluorophenyl)pteridin-4-one), N1CCCC1 (pyrrolidine). The product is BrC=1C=CC(=C(C1)C1=NC2=NC=CN=C2C(N1)=O)N1CCCC1 (2-(5-Bromo-2-pyrrolidin-1-ylphenyl)pteridin-4-one). Reaction SMILES: [Br:1][C:2]1[CH:3]=[CH:4][C:5](F)=[C:6]([C:8]2[NH:17][C:16](=[O:18])[C:15]3[C:10](=[N:11][CH:12]=[CH:13][N:14]=3)[N:9]=2)[CH:7]=1.[NH:20]1[CH2:24][CH2:23][CH2:22][CH2:21]1>>[Br:1][C:2]1[CH:3]=[CH:4][C:5]([N:20]2[CH2:24][CH2:23][CH2:22][CH2:21]2)=[C:6]([C:8]2[NH:17][C:16](=[O:18])[C:15]3[C:10](=[N:11][CH:12]=[CH:13][N:14]=3)[N:9]=2)[CH:7]=1. Procedure: A solution of 2-(5-bromo-2-fluorophenyl)pteridin-4-one 104 in pyrrolidine was heated in a microwave cavity (Power=270 W, Temp=110° C.) for 12 min. The pyrrolidine was evaporated, then residue partitioned between NaHCO3 0.5 N and CH2Cl2, dried (Na2SO4) and evaporated. Trituration in Et2O afforded the title product 110 as a yellow powder (LCMS analysis).